From a dataset of the Open Reaction Database (ORD), a public repository of structured organic reaction records. describe an organic reaction: reactants, conditions, products, and yield Starting materials: COCCO[AlH2-]OCCOC.[Na+] (Vitride), O (water), O (water), COCCO[AlH2-]OCCOC.[Na+] (Vitride), C1CCOC1 (THF), C(C)OC(=O)N1CCC2(CC(CO2)=NO)CC1 (8-Ethoxycarbonyl-1-oxa-8-azaspiro[4.5]decan-3-one oxime), C1CCOC1 (THF), COCCO[AlH2-]OCCOC.[Na+] (Vitride), C1CCOC1 (THF). Reaction conditions: time 24 hour. Product: C(\C=C/C(=O)O)(=O)O.NC1COC2(C1)CCN(CC2)C (3-Amino-8-methyl-1-oxa-8-azaspiro[4.5]decane maleate). Reaction SMILES: C(O[C:4]([N:6]1[CH2:17][CH2:16][C:9]2([O:13][CH2:12][C:11](=[N:14]O)[CH2:10]2)[CH2:8][CH2:7]1)=O)C.COCCO[AlH2-]O[CH2:25][CH2:26][O:27]C.[Na+].[OH2:30].C1C[O:34]CC1>>[C:9]([OH:34])(=[O:13])/[CH:16]=[CH:25]\[C:26]([OH:27])=[O:30].[NH2:14][CH:11]1[CH2:10][C:9]2([CH2:8][CH2:7][N:6]([CH3:4])[CH2:17][CH2:16]2)[O:13][CH2:12]1 |f:1.2,5.6|. Procedure details: 8-Ethoxycarbonyl-1-oxa-8-azaspiro[4.5]decan-3-one oxime (15.2 g, 0.063 mol) was dissolved in dry THF (400 ml) and added dropwise to a stirred solution of Vitride (71 ml, 0.25 mol) in THF (400 ml) cooled with an ice bath. After stirring the reaction overnight at room temperature additonal Vitride (35 ml) in THF (200 ml) was added and stirring was continued for 24 hours. Decomposition of the complex and excess Vitride with successive addition of water, 15% NaOHaq and water was carried out. The THF... Reactants: C(C)(=O)OC(C)=O (acetic anhydride), NC=1C(=C(N2C=CC=CC12)C(=O)C1=CC(=C(C=C1)[N+](=O)[O-])OC)C ((1-amino-2-methylindolizin-3-yl)(3-methoxy-4-nitrophenyl)methanone). The solvent is ClCCl (dichloromethane). Yields the product COC=1C=C(C(=O)C2=C(C(=C3C=CC=CN23)NC(C)=O)C)C=CC1[N+](=O)[O-] (N-[3-(3-Methoxy-4-nitrobenzoyl)-2-methylindolizin-1-yl]acetamide). Reaction SMILES: [C:1](OC(=O)C)(=[O:3])[CH3:2].[NH2:8][C:9]1[C:10]([CH3:31])=[C:11]([C:18]([C:20]2[CH:25]=[CH:24][C:23]([N+:26]([O-:28])=[O:27])=[C:22]([O:29][CH3:30])[CH:21]=2)=[O:19])[N:12]2[C:17]=1[CH:16]=[CH:15][CH:14]=[CH:13]2>ClCCl>[CH3:30][O:29][C:22]1[CH:21]=[C:20]([CH:25]=[CH:24][C:23]=1[N+:26]([O-:28])=[O:27])[C:18]([C:11]1[N:12]2[C:17]([CH:16]=[CH:15][CH:14]=[CH:13]2)=[C:9]([NH:8][C:1](=[O:3])[CH3:2])[C:10]=1[CH3:31])=[O:19]. Reported procedure: 1.20 ml (12.60 mmol) of acetic anhydride are added to 410 mg (1.26 mmol) of (1-amino-2-methylindolizin-3-yl)(3-methoxy-4-nitrophenyl)methanone dissolved in 10 ml of dichloromethane. Reactants: NC=1C=NC=CC1N1C[C@H](C[C@H](C1)C)NC(OC(C)(C)C)=O (tert-butyl (3S,5R)-1-(3-aminopyridin-4-yl)-5-methylpiperidin-3-ylcarbamate), FC(S(=O)(=O)OC=1C=CC=C2C=NC(=NC12)C1=C(C=CC=C1F)F)(F)F (2-(2,6-difluorophenyl)quinazolin-8-yl trifluoromethanesulfonate), C=1C=CC(=CC1)P(C=2C=CC=CC2)C3=CC=C4C=CC=CC4=C3C5=C6C=CC=CC6=CC=C5P(C=7C=CC=CC7)C=8C=CC=CC8 (BINAP), C([O-])([O-])=O.[Cs+].[Cs+] (cesium carbonate). Reagents/catalysts: C(C)(=O)[O-].[Pd+2].C(C)(=O)[O-] (palladium acetate). Solvent: O1CCOCC1 (1,4-dioxane), C(C)(=O)OCC (ethyl acetate). Run at temperature 120 celsius, time 10 minute. Yields the product FC1=C(C(=CC=C1)F)C1=NC2=C(C=CC=C2C=N1)NC=1C=NC=CC1N1C[C@H](C[C@H](C1)C)NC(OC(C)(C)C)=O (tert-butyl (3S,5R)-1-(3-(2-(2,6-difluorophenyl)-quinazolin-8-ylamino)pyridin-4-yl)-5-methylpiperidin-3-ylcarbamate). Yield: 79.0%. RXN SMILES: [NH2:1][C:2]1[CH:3]=[N:4][CH:5]=[CH:6][C:7]=1[N:8]1[CH2:13][C@H:12]([CH3:14])[CH2:11][C@H:10]([NH:15][C:16](=[O:22])[O:17][C:18]([CH3:21])([CH3:20])[CH3:19])[CH2:9]1.FC(F)(F)S(O[C:29]1[CH:30]=[CH:31][CH:32]=[C:33]2[C:38]=1[N:37]=[C:36]([C:39]1[C:44]([F:45])=[CH:43][CH:42]=[CH:41][C:40]=1[F:46])[N:35]=[CH:34]2)(=O)=O.C1C=CC(P(C2C(C3C(P(C4C=CC=CC=4)C4C=CC=CC=4)=CC=C4C=3C=CC=C4)=C3C(C=CC=C3)=CC=2)C2C=CC=CC=2)=CC=1.C(=O)([O-])[O-].[Cs+].[Cs+]>O1CCOCC1.C(OCC)(=O)C.C([O-])(=O)C.[Pd+2].C([O-])(=O)C>[F:45][C:44]1[CH:43]=[CH:42][CH:41]=[C:40]([F:46])[C:39]=1[C:36]1[N:35]=[CH:34][C:33]2[C:38](=[C:29]([NH:1][C:2]3[CH:3]=[N:4][CH:5]=[CH:6][C:7]=3[N:8]3[CH2:13][C@H:12]([CH3:14])[CH2:11][C@H:10]([NH:15][C:16](=[O:22])[O:17][C:18]([CH3:21])([CH3:20])[CH3:19])[CH2:9]3)[CH:30]=[CH:31][CH:32]=2)[N:37]=1 |f:3.4.5,8.9.10|. Procedure: To a solution of the tert-butyl (3S,5R)-1-(3-aminopyridin-4-yl)-5-methylpiperidin-3-ylcarbamate (1.0 eq) in 1,4-dioxane (0.067M) was added 2-(2,6-difluorophenyl)quinazolin-8-yl trifluoromethanesulfonate (1.0 eq), palladium acetate (0.2 eq), BINAP (1.5 eq), and cesium carbonate (3.0 eq). The reaction mixture was stirred at 120° C. for 10 min in microwave. The residue was dissolved in ethyl acetate (120 mL), and washed with water, brine, then dried over MgSO4, filtered, and evaporated under reduce...